This data is from the Open Reaction Database (ORD), a public repository of structured organic reaction records. The task is: describe an organic reaction: reactants, conditions, products, and yield Reaction SMILES: [F:1][C:2]([F:29])([F:28])[C@H:3]1[CH2:8][CH2:7][C@H:6]([NH:9][C:10](=[O:27])[C:11]2[CH:16]=[C:15]([N+:17]([O-])=O)[C:14]([NH:20][CH3:21])=[CH:13][C:12]=2[N:22]([CH3:26])[CH2:23][C:24]#[N:25])[CH2:5][CH2:4]1.Cl[Sn]Cl>CCOC(C)=O>[F:1][C:2]([F:28])([F:29])[C@H:3]1[CH2:8][CH2:7][C@H:6]([NH:9][C:10](=[O:27])[C:11]2[CH:16]=[C:15]([NH2:17])[C:14]([NH:20][CH3:21])=[CH:13][C:12]=2[N:22]([CH3:26])[CH2:23][C:24]#[N:25])[CH2:5][CH2:4]1. Procedure: A mixture of N-(trans-4-trifluoromethyl-cyclohexyl)-2-[N-methyl-N-cyanomethyl-amino]-4-methylamino-5-nitro-benzoic acid amide (50 mg, 0.12 mmol), SnCl2 (134 mg 0.59 mmol and 5 mL EtOAc is stirred at reflux for 4 h. The mixture is diluted with EtOAc, washed with sat aq NaHCO3, filtered through a pad of celite and the celite pad is washed with EtOAc. The combined organic phases are dried with Na2SO4, filtered and concentrated. The product is FC([C@@H]1CC[C@H](CC1)NC(C1=C(C=C(C(=C1)N)NC)N(CC#N)C)=O)(F)F (N-(trans-4-Trifluoromethyl-cyclohexyl)-2-[N-methyl-N-cyanomethyl-amino]-4-methylamino-5-amino-benzoic acid amide). Solvent: CCOC(=O)C (EtOAc), CCOC(=O)C (EtOAc). The reactants are FC([C@@H]1CC[C@H](CC1)NC(C1=C(C=C(C(=C1)[N+](=O)[O-])NC)N(CC#N)C)=O)(F)F (N-(trans-4-trifluoromethyl-cyclohexyl)-2-[N-methyl-N-cyanomethyl-amino]-4-methylamino-5-nitro-benzoic acid amide), Cl[Sn]Cl (SnCl2). Starting materials: Cl.OCC(OCC)=N (ethyl 2-hydroxyethanimidate hydrochloride), C(C(=O)O)(=O)O (ethanedioic acid), C(\C=C\C(=O)O)(=O)O.NC[C@H](C1=CC=CC=C1)OC1=C(C#N)C=C(C(=C1)Cl)F (2-[[(1S)-2-Amino-1-phenylethyl]oxy]-4-chloro-5-fluorobenzonitrile (E)-butenedioate). The product is C(C(=O)O)(=O)O.ClC=1C(=CC(=C(OC(CNC(CO)=N)C2=CC=CC=C2)C1)C#N)F.ClC=1C(=CC(=C(OC(CNC(CO)=N)C2=CC=CC=C2)C1)C#N)F (N-[2-(5-Chloro-2-cyano-4-fluorophenoxy)-2-phenylethyl]-2-hydroxyethanimidamide hemi ethanedioate). Reaction SMILES: Cl.[OH:2][CH2:3][C:4](=[NH:8])OCC.[C:9]([OH:14])(=[O:13])[C:10]([OH:12])=[O:11].C(O)(=O)/C=C/C(O)=O.[NH2:23][CH2:24][C@@H:25]([O:32][C:33]1[CH:40]=[C:39]([Cl:41])[C:38]([F:42])=[CH:37][C:34]=1[C:35]#[N:36])[C:26]1[CH:31]=[CH:30][CH:29]=[CH:28][CH:27]=1>>[C:9]([OH:14])(=[O:13])[C:10]([OH:12])=[O:11].[Cl:41][C:39]1[C:38]([F:42])=[CH:37][C:34]([C:35]#[N:36])=[C:33]([CH:40]=1)[O:32][CH:25]([C:26]1[CH:31]=[CH:30][CH:29]=[CH:28][CH:27]=1)[CH2:24][NH:23][C:4](=[NH:8])[CH2:3][OH:2].[Cl:41][C:39]1[C:38]([F:42])=[CH:37][C:34]([C:35]#[N:36])=[C:33]([CH:40]=1)[O:32][CH:25]([C:26]1[CH:31]=[CH:30][CH:29]=[CH:28][CH:27]=1)[CH2:24][NH:23][C:4](=[NH:8])[CH2:3][OH:2] |f:0.1,3.4,5.6.7|. Reported procedure: The title compound was prepared by the method of Example 5 using ethyl 2-hydroxyethanimidate hydrochloride in metianol and the ethanedioic acid salt of the product from Example 1 step (c). M.p. 196° C.